From a dataset of the Open Reaction Database (ORD), a public repository of structured organic reaction records. describe an organic reaction: reactants, conditions, products, and yield RXN SMILES: FC(F)(F)S(O[C:7]1[CH:12]=[C:11]([Cl:13])[CH:10]=[C:9]([C:14]2[N:19]=[N:18][C:17]([NH2:20])=[N:16][C:15]=2[C:21]2[CH:26]=[CH:25][CH:24]=[CH:23][CH:22]=2)[CH:8]=1)(=O)=O.C([Sn](CCCC)(CCCC)[CH:34]1[CH2:36][CH2:35]1)CCC>>[Cl:13][C:11]1[CH:10]=[C:9]([C:14]2[N:19]=[N:18][C:17]([NH2:20])=[N:16][C:15]=2[C:21]2[CH:26]=[CH:25][CH:24]=[CH:23][CH:22]=2)[CH:8]=[C:7]([CH:34]2[CH2:36][CH2:35]2)[CH:12]=1. The reactants are FC(S(=O)(=O)OC1=CC(=CC(=C1)Cl)C1=C(N=C(N=N1)N)C1=CC=CC=C1)(F)F (3-(3-amino-5-phenyl-1,2,4-triazin-6-yl)-5-chlorophenyl trifluoromethanesulfonate), C(CCC)[Sn](C1CC1)(CCCC)CCCC (tri-n-butyl(cyclopropyl) tin). Yields the product ClC=1C=C(C=C(C1)C1CC1)C1=C(N=C(N=N1)N)C1=CC=CC=C1 (6-(3-Chloro-5-cyclopropylphenyl)-5-phenyl-1,2,4-triazin-3-amine). The yield is 6.7%. Procedure: 6-(3-Chloro-5-cyclopropylphenyl)-5-phenyl-1,2,4-triazin-3-amine (20 mg, 7%) was prepared from 3-(3-amino-5-phenyl-1,2,4-triazin-6-yl)-5-chlorophenyl trifluoromethanesulfonate (0.40 g, 0.93 mmol) and tri-n-butyl(cyclopropyl) tin (0.37 g, 1.11 mmol) according to the general procedure for Example 4. Starting materials: C(=O)(O)[O-].[Na+] (NaHCO3), BrC1=CC=C(CN2C(=NC3=C2C=C(C=C3)OC)CC(C(=O)OCC)(C)C)C=C1 (ethyl 3-(1-(4-bromobenzyl)-6-methoxy-1H-benzo[d]imidazol-2-yl)-2,2-dimethylpropanoate), B(Br)(Br)Br (BBr3). The solvent is C(Cl)Cl (DCM), C(Cl)Cl (DCM). Run at temperature 5 celsius, time 3 hour. The product is BrC1=CC=C(CN2C(=NC3=C2C=C(C=C3)O)CC(C(=O)OCC)(C)C)C=C1 (Ethyl 3-(1-(4-bromobenzyl)-6-hydroxy-1H-benzo[d]imidazol-2-yl)-2,2-dimethylpropanoate). RXN SMILES: [Br:1][C:2]1[CH:28]=[CH:27][C:5]([CH2:6][N:7]2[C:11]3[CH:12]=[C:13]([O:16]C)[CH:14]=[CH:15][C:10]=3[N:9]=[C:8]2[CH2:18][C:19]([CH3:26])([CH3:25])[C:20]([O:22][CH2:23][CH3:24])=[O:21])=[CH:4][CH:3]=1.B(Br)(Br)Br.C([O-])(O)=O.[Na+]>C(Cl)Cl>[Br:1][C:2]1[CH:3]=[CH:4][C:5]([CH2:6][N:7]2[C:11]3[CH:12]=[C:13]([OH:16])[CH:14]=[CH:15][C:10]=3[N:9]=[C:8]2[CH2:18][C:19]([CH3:25])([CH3:26])[C:20]([O:22][CH2:23][CH3:24])=[O:21])=[CH:27][CH:28]=1 |f:2.3|. Procedure details: To a solution of ethyl 3-(1-(4-bromobenzyl)-6-methoxy-1H-benzo[d]imidazol-2-yl)-2,2-dimethylpropanoate (12 g, 27 mmol) in DCM (200 mL) was added BBr3 (20 g, 81 mmol) in DCM (100 mL) drop wise at −78° Celsius. The solution was gradually warmed to 5° Celsius and stirred for 3 h. The reaction mixture was slowly added to saturated NaHCO3 with rapid stirring for 1 h. The organic phase was separated and aqueous phase was extracted with DCM (200 mL). The combined organic phases were dried over Na2SO4, ... The reactants are COC=1C=C(C=CC1OC)CCN(C)CCCOC=1N(N=C(C1)C1=CC(=C(C=C1)OC)OC)CC1=CC=CC=C1 (3-{3-[N-(2-(3,4-Dimethoxyphenyl)-ethyl)-N-methylamino]-propyloxy}-5-(3,4-dimethoxyphenyl)-2-benzylpyrazole), C(=O)O (formic acid). The reagents and catalysts are [Pd] (palladium black). Solvent: CO (methanol). Yields the product COC=1C=C(C=CC1OC)CCN(C)CCCOC1=NNC(=C1)C1=CC(=C(C=C1)OC)OC (3-{3-[N-(2-(3,4-Dimethoxyphenyl)-ethyl)-N-methylamino]-propyloxy}-5-(3,4-dimethoxyphenyl)-pyrazole). The yield is 95.8%. Reaction SMILES: [CH3:1][O:2][C:3]1[CH:4]=[C:5]([CH2:11][CH2:12][N:13]([CH2:15][CH2:16][CH2:17][O:18][C:19]2[N:20](CC3C=CC=CC=3)[N:21]=[C:22]([C:24]3[CH:29]=[CH:28][C:27]([O:30][CH3:31])=[C:26]([O:32][CH3:33])[CH:25]=3)[CH:23]=2)[CH3:14])[CH:6]=[CH:7][C:8]=1[O:9][CH3:10].C(O)=O>CO.[Pd]>[CH3:1][O:2][C:3]1[CH:4]=[C:5]([CH2:11][CH2:12][N:13]([CH2:15][CH2:16][CH2:17][O:18][C:19]2[CH:23]=[C:22]([C:24]3[CH:29]=[CH:28][C:27]([O:30][CH3:31])=[C:26]([O:32][CH3:33])[CH:25]=3)[NH:21][N:20]=2)[CH3:14])[CH:6]=[CH:7][C:8]=1[O:9][CH3:10]. Procedure details: 2 g of 3-{3-[N-(2-(3,4-Dimethoxyphenyl)-ethyl)-N-methylamino]-propyloxy}-5-(3,4-dimethoxyphenyl)-2-benzylpyrazole prepared according to Example 13 were dissolved in 10 ml of methanol and added to 2 g of palladium black under nitrogen. 5.5 ml of 98% strength formic acid were added to the solution, which was stirred under nitrogen. After the mixture had been stirred for 3 hours under nitrogen the catalyst was filtered out, and the filtrate was concentrated by evaporation. The oily residue was take... Starting materials: OC1=CC=C2C=CN(C(C2=C1)=O)C=1C=C(C(=O)O)C=CC1C (3-(7-Hydroxy-1-oxoisoquinolin-2(1H)-yl)-4-methylbenzoic acid), Cl.CN(CCCl)C (2-dimethylaminoethyl chloride hydrochloride), C([O-])([O-])=O.[K+].[K+] (potassium carbonate), [I-].[Na+] (sodium iodide), [OH-].[Na+] (NaOH). Run in CC(=O)C (acetone). Conditions: time 20 minute. The product is CN(CCOC1=CC=C2C=CN(C(C2=C1)=O)C=1C=C(C(=O)O)C=CC1C)C (3-[7-[2-(dimethylamino)ethoxy]-1-oxoisoquinolin-2(1H)-yl]-4-methylbenzoic acid). Yield: 39.8%. As a reaction SMILES: [OH:1][C:2]1[CH:11]=[C:10]2[C:5]([CH:6]=[CH:7][N:8]([C:13]3[CH:14]=[C:15]([CH:19]=[CH:20][C:21]=3[CH3:22])[C:16]([OH:18])=[O:17])[C:9]2=[O:12])=[CH:4][CH:3]=1.Cl.[CH3:24][N:25]([CH3:29])[CH2:26][CH2:27]Cl.C(=O)([O-])[O-].[K+].[K+].[I-].[Na+].[OH-].[Na+]>CC(C)=O>[CH3:24][N:25]([CH3:29])[CH2:26][CH2:27][O:1][C:2]1[CH:11]=[C:10]2[C:5]([CH:6]=[CH:7][N:8]([C:13]3[CH:14]=[C:15]([CH:19]=[CH:20][C:21]=3[CH3:22])[C:16]([OH:18])=[O:17])[C:9]2=[O:12])=[CH:4][CH:3]=1 |f:1.2,3.4.5,6.7,8.9|. Reported procedure: 3-(7-Hydroxy-1-oxoisoquinolin-2(1H)-yl)-4-methylbenzoic acid (0.47 g), 2-dimethylaminoethyl chloride hydrochloride (0.69 g), potassium carbonate (2.21 g), and sodium iodide (24 mg) were stirred in acetone (25 ml) at 60° C. for 17 hours. 2N NaOH (5 ml) was added, the reaction stirred for 20 minutes and the acetone removed by evaporation. The residue was acidified with concentrated hydrochloric acid and the solution was purified by column chromatography on an ion exchange column (isolute SCX colum... The reactants are C[Si](C)(C)I, CO, Cl, O=C(NCC1Cc2cccc(-c3cccnc3)c2O1)OCc1ccccc1. The product is NCC1Cc2cccc(-c3cccnc3)c2O1. As a reaction SMILES: [CH3:29][Si:30]([I:31])([CH3:32])[CH3:33].[CH3:34][OH:35].[ClH:1].[n:2]1[cH:3][c:4](-[c:8]2[cH:9][cH:10][cH:11][c:12]3[c:16]2[O:15][CH:14]([CH2:17][NH:18][C:19](=[O:20])[O:21][CH2:22][c:23]2[cH:24][cH:25][cH:26][cH:27][cH:28]2)[CH2:13]3)[cH:5][cH:6][cH:7]1>>[n:2]1[cH:3][c:4](-[c:8]2[cH:9][cH:10][cH:11][c:12]3[c:16]2[O:15][CH:14]([CH2:17][NH2:18])[CH2:13]3)[cH:5][cH:6][cH:7]1.